Dataset: the Open Reaction Database (ORD), a public repository of structured organic reaction records. Task: describe an organic reaction: reactants, conditions, products, and yield The reactants are C(C)OC(=O)C=1NN=C(C1)C=1SC=CC1 (5-Thiophen-2-yl-2H-pyrazole-3-carboxylic acid ethyl ester), CN(C)C=O (DMF), C(=O)([O-])[O-].[K+].[K+] (K2CO3), ClCC(=O)N1CCN(CC1)C1=CC=C(C=C1)Cl (2-Chloro-1-[4-(4-Chloro-phenyl)-piperazin-1-yl]-ethanone). The solvent is CCCCCC.C(C)(=O)OCC (hexane ethyl acetate). Yields the product C(C)OC(=O)C=1N(N=C(C1)C=1SC=CC1)CC(=O)N1CCN(CC1)C1=CC=C(C=C1)Cl (2-{2-[4-(4-Chloro-phenyl)-piperazin-1-yl]-2-oxo-ethyl}-5-thiophen-2-yl-2H-pyrazole-3-carboxylic acid ethyl ester). Reaction SMILES: [CH2:1]([O:3][C:4]([C:6]1[NH:7][N:8]=[C:9]([C:11]2[S:12][CH:13]=[CH:14][CH:15]=2)[CH:10]=1)=[O:5])[CH3:2].C([O-])([O-])=O.[K+].[K+].Cl[CH2:23][C:24]([N:26]1[CH2:31][CH2:30][N:29]([C:32]2[CH:37]=[CH:36][C:35]([Cl:38])=[CH:34][CH:33]=2)[CH2:28][CH2:27]1)=[O:25].CN(C=O)C>CCCCCC.C(OCC)(=O)C>[CH2:1]([O:3][C:4]([C:6]1[N:7]([CH2:23][C:24]([N:26]2[CH2:27][CH2:28][N:29]([C:32]3[CH:37]=[CH:36][C:35]([Cl:38])=[CH:34][CH:33]=3)[CH2:30][CH2:31]2)=[O:25])[N:8]=[C:9]([C:11]2[S:12][CH:13]=[CH:14][CH:15]=2)[CH:10]=1)=[O:5])[CH3:2] |f:1.2.3,6.7|. Procedure details: Protocol T was followed using 5-Thiophen-2-yl-2H-pyrazole-3-carboxylic acid ethyl ester, K2CO3, 2-Chloro-1-[4-(4-Chloro-phenyl)-piperazin-1-yl]-ethanone and DMF. Column chromatography using a solvent mixture (hexane/ethyl acetate=1.5/1) afforded the title compound. 1H NMR (400 MHz, CDCl3): 7.34-7.38 (m, 1H), 7.24-7.26 (m, 1H), 7.12 (s, 1H), 7.04-7.08 (dd, 1H), 6.96-7.2 (m, 2H), 6.88-6.94 (m, 2H), 4.32-4.42 (q, 2H), 3.52-3.58 (m, 4H), 3.05-3.35 (m, 4H), 1.32-1.42 (m, 3H). 13C NMR (400 MHz, CDCl3)... Reactants: NC(=O)C1C2C=CC(C2)C1Nc1nc(Cl)ncc1Cl, COCCN1C(=O)CCC(C)(C)c2ccc(N)cc21. The product is COCCN1C(=O)CCC(C)(C)c2ccc(Nc3ncc(Cl)c(NC4C5C=CC(C5)C4C(N)=O)n3)cc21. As a reaction SMILES: [Cl:20][c:21]1[n:22][cH:23][c:24]([Cl:38])[c:25]([NH:27][CH:28]2[CH:29]([C:35](=[O:36])[NH2:37])[CH:30]3[CH:31]=[CH:32][CH:33]2[CH2:34]3)[n:26]1.[NH2:1][c:2]1[cH:3][cH:4][c:5]2[c:6]([cH:19]1)[N:7]([CH2:15][CH2:16][O:17][CH3:18])[C:8](=[O:14])[CH2:9][CH2:10][C:11]2([CH3:12])[CH3:13]>>[NH:1]([c:2]1[cH:3][cH:4][c:5]2[c:6]([cH:19]1)[N:7]([CH2:15][CH2:16][O:17][CH3:18])[C:8](=[O:14])[CH2:9][CH2:10][C:11]2([CH3:12])[CH3:13])[c:21]1[n:22][cH:23][c:24]([Cl:38])[c:25]([NH:27][CH:28]2[CH:29]([C:35](=[O:36])[NH2:37])[CH:30]3[CH:31]=[CH:32][CH:33]2[CH2:34]3)[n:26]1. Reactants: C=CCC1(CCNCC2CCC2)c2cc(OC)ccc2CCC12OCCO2, CCO, Cl. The product is C=CCC12CCN(CC3CCC3)C1=CCc1ccc(OC)cc12. Reaction SMILES: [CH2:1]([CH:2]=[CH2:3])[C:4]1([CH2:20][CH2:21][NH:22][CH2:23][CH:24]2[CH2:25][CH2:26][CH2:27]2)[C:5]2([CH2:6][CH2:7][c:8]3[cH:9][cH:10][c:11]([O:14][CH3:15])[cH:12][c:13]31)[O:16][CH2:17][CH2:18][O:19]2.[CH3:29][CH2:30][OH:31].[ClH:28]>>[CH2:1]([CH:2]=[CH2:3])[C:4]12[C:5](=[CH:6][CH2:7][c:8]3[cH:9][cH:10][c:11]([O:14][CH3:15])[cH:12][c:13]31)[N:22]([CH2:23][CH:24]1[CH2:25][CH2:26][CH2:27]1)[CH2:21][CH2:20]2. The reactants are CNC (dimethylamine), OCC1CN2C3=C(C=CC=C3C1)C(=C2)C=2C(NC(C2C2=CNC1=CC=CC=C21)=O)=O (3-(5-hydroxymethyl-5,6-dihydro-4H-pyrrolo[3,2,1-ij]quinolin-1-yl)-4-(1H-indol-3-yl)pyrrole-2,5-dione), CS(=O)(=O)OS(=O)(=O)C (methylsulfonic acid anhydride), N1=CC=CC=C1 (pyridine), CNC (dimethylamine). Solvent: C(C)(=O)OCC (ethyl acetate), C(C)(=O)OCC (ethyl acetate), O1CCCC1 (tetrahydrofuran). Conditions: time 24 hour. Yields the product CN(C)CC1CN2C3=C(C=CC=C3C1)C(=C2)C=2C(NC(C2C2=CNC1=CC=CC=C21)=O)=O (3-(5-(dimethylamino)methyl-5,6-dihydro-4H-pyrrolo[3,2,1-ij]quinolin-1-yl)-4-(1H-indol-3-yl)pyrrole-2,5-dione). The yield is 106.6%. RXN SMILES: O[CH2:2][CH:3]1[CH2:12][C:11]2[C:6]3=[C:7]([C:13]([C:15]4[C:16](=[O:30])[NH:17][C:18](=[O:29])[C:19]=4[C:20]4[C:28]5[C:23](=[CH:24][CH:25]=[CH:26][CH:27]=5)[NH:22][CH:21]=4)=[CH:14][N:5]3[CH2:4]1)[CH:8]=[CH:9][CH:10]=2.CS(OS(C)(=O)=O)(=O)=O.N1C=CC=CC=1.[CH3:46][NH:47][CH3:48]>O1CCCC1.C(OCC)(=O)C>[CH3:46][N:47]([CH2:2][CH:3]1[CH2:12][C:11]2[C:6]3=[C:7]([C:13]([C:15]4[C:16](=[O:30])[NH:17][C:18](=[O:29])[C:19]=4[C:20]4[C:28]5[C:23](=[CH:24][CH:25]=[CH:26][CH:27]=5)[NH:22][CH:21]=4)=[CH:14][N:5]3[CH2:4]1)[CH:8]=[CH:9][CH:10]=2)[CH3:48]. Procedure: To a mixture of 3-(5-hydroxymethyl-5,6-dihydro-4H-pyrrolo[3,2,1-ij]quinolin-1-yl)-4-(1H-indol-3-yl)pyrrole-2,5-dione (0.335 g, 0.84 mmol) and methylsulfonic acid anhydride (0.3 g, 1.7 mmol) in tetrahydrofuran was added pyridine (0.245 mL, 3.4 mmol). The mixture was heated to reflux for 4.5 h, cooled to room temperature, diluted with ethyl acetate, washed with water and saturated aqueous sodium chloride. The organic layer was dried over sodium sulfate, filtered and concentrated to give an oil, wh... The reactants are CN(C)C=O, COc1cc2cc3c(=O)c(C#N)c[nH]c3cc2cc1OCCCl, COc1cc2cc3[nH]cc(C#N)c(=O)c3cc2cc1OCCCl, O=P(Cl)(Cl)Cl. Yields the product COc1cc2cc3c(Cl)c(C#N)cnc3cc2cc1OCCCl. RXN SMILES: [CH3:52][N:53]([CH3:54])[CH:55]=[O:56].[Cl:1][CH2:2][CH2:3][O:4][c:5]1[cH:6][c:7]2[c:8]([cH:9][c:10]3[c:11](=[O:19])[c:12]([C:17]#[N:18])[cH:13][nH:14][c:15]3[cH:16]2)[cH:20][c:21]1[O:22][CH3:23].[Cl:24][CH2:25][CH2:26][O:27][c:28]1[c:29]([O:30][CH3:31])[cH:32][c:33]2[cH:34][c:35]3[c:36]([c:37](=[O:38])[c:39]([C:40]#[N:41])[cH:42][nH:43]3)[cH:44][c:45]2[cH:46]1.[P:47]([Cl:48])([Cl:49])([Cl:50])=[O:51]>>[Cl:1][CH2:2][CH2:3][O:4][c:5]1[cH:6][c:7]2[c:8]([cH:9][c:10]3[c:11]([Cl:24])[c:12]([C:17]#[N:18])[cH:13][n:14][c:15]3[cH:16]2)[cH:20][c:21]1[O:22][CH3:23].